From a dataset of the Open Reaction Database (ORD), a public repository of structured organic reaction records. describe an organic reaction: reactants, conditions, products, and yield The reactants are C[S-], CO, CC(=O)Oc1c(Cl)cc(SC#N)cc1Cl, [Na+]. The product is CC(=O)Oc1c(Cl)cc(S)cc1Cl. As a reaction SMILES: [CH3:16][S-:17].[CH3:19][OH:20].[Cl:1][c:2]1[c:3]([O:12][C:13]([CH3:14])=[O:15])[c:4]([Cl:11])[cH:5][c:6]([S:8][C:9]#[N:10])[cH:7]1.[Na+:18]>>[Cl:1][c:2]1[c:3]([O:12][C:13]([CH3:14])=[O:15])[c:4]([Cl:11])[cH:5][c:6]([SH:8])[cH:7]1. Reactants: COC(CC1=C2C=C(C=NC2=CC=C1Cl)CBr)=O ((3-bromomethyl-6-chloro-quinolin-5-yl)-acetic acid methyl ester), solution, CNC (dimethylamine), C(C)O (ethanol). The solvent is CN(C)C=O (DMF). Run at time 16 hour. Product: COC(CC1=C2C=C(C=NC2=CC=C1Cl)CN(C)C)=O ((6-Chloro-3-dimethylaminomethyl-quinolin-5-yl)-acetic acid methyl ester). Isolated yield 95.0%. RXN SMILES: [CH3:1][O:2][C:3](=[O:18])[CH2:4][C:5]1[C:14]([Cl:15])=[CH:13][CH:12]=[C:11]2[C:6]=1[CH:7]=[C:8]([CH2:16]Br)[CH:9]=[N:10]2.[CH3:19][NH:20][CH3:21].C(O)C>CN(C=O)C>[CH3:1][O:2][C:3](=[O:18])[CH2:4][C:5]1[C:14]([Cl:15])=[CH:13][CH:12]=[C:11]2[C:6]=1[CH:7]=[C:8]([CH2:16][N:20]([CH3:21])[CH3:19])[CH:9]=[N:10]2. Procedure: To a solution of (3-bromomethyl-6-chloro-quinolin-5-yl)-acetic acid methyl ester (500 mg, 1.52 mmol) in DMF (10 mL) was added a 33% solution of dimethylamine in ethanol (547 μL, 3.04 mmol). The reaction mixture was stirred for 16 h at room temperature, followed by removal of the solvents in vacuo. The residue was purified by flash column chromatography (silica gel, gradient of CH2Cl2/MeOH 100:0 to 90:10) to afford the title compound as a violet solid (424 mg, 1.45 mmol, 95%). %). 1H NMR (400 MHz...